This data is from the Open Reaction Database (ORD), a public repository of structured organic reaction records. The task is: describe an organic reaction: reactants, conditions, products, and yield Reactants: N1(C=NC2=C1C=CC=C2)C2=CC=C(C(=O)O)C=C2 (4-(1H-benzimidazol-1-yl)benzoic acid), N1C[C@@H](CC1)O ((3R)-pyrrolidin-3-ol), C(C)N=C=NCCCN(C)C (1-ethyl-3(3-dimethylaminopropyl)carbodiimide), ON1N=NC2=C1C=CC=C2 (N-hydroxybenzotriazole). Solvent: CN(C)C=O (DMF). Run at temperature 80 celsius, time 12 hour. The product is N1(C=NC2=C1C=CC=C2)C2=CC=C(C(=O)N1C[C@@H](CC1)O)C=C2 ((3R)-1-[4-(1H-benzimidazol-1-yl)benzoyl]pyrrolidin-3-ol). The yield is 64.0%. RXN SMILES: [N:1]1([C:10]2[CH:18]=[CH:17][C:13]([C:14]([OH:16])=O)=[CH:12][CH:11]=2)[C:5]2[CH:6]=[CH:7][CH:8]=[CH:9][C:4]=2[N:3]=[CH:2]1.[NH:19]1[CH2:23][CH2:22][C@@H:21]([OH:24])[CH2:20]1.C(N=C=NCCCN(C)C)C.ON1C2C=CC=CC=2N=N1>CN(C=O)C>[N:1]1([C:10]2[CH:11]=[CH:12][C:13]([C:14]([N:19]3[CH2:23][CH2:22][C@@H:21]([OH:24])[CH2:20]3)=[O:16])=[CH:17][CH:18]=2)[C:5]2[CH:6]=[CH:7][CH:8]=[CH:9][C:4]=2[N:3]=[CH:2]1. Procedure details: A solution of 4-(1H-benzimidazol-1-yl)benzoic acid (2.88 g, 12.09 mmol) in DMF is treated with (3R)-pyrrolidin-3-ol (1.106 g, 12.69 mmol), 1-ethyl-3(3-dimethylaminopropyl)carbodiimide (2.78 g, 14.51 mmol) and N-hydroxybenzotriazole (1.89, 13.29 mmol), stirred at 80° C. for 12 hours and concentrated in vacuo. The resultant residue is dissolved in dichloromethane, washed sequentially with water and saturated NaCl, dried over MgSO4 and concentrated in vacuo to give a crude oil. Purification of this... The reactants are C(C=C)C1=C(C=CC=2C(C=C(OC21)C(=O)O)=O)OCC(COC2=C(C(=C(C=C2)C(C)=O)O)CC=C)O (8-allyl-7-[3-(4-acetyl-2-allyl-3-hydroxyphenoxy)-2-hydroxypropoxy]-4-oxo-4H-1-benzopyran-2-carboxylic acid), C([O-])(O)=O.[Na+] (sodium bicarbonate). The solvent is O (water). Yields the product [Na+].C(C=C)C1=C(C=CC=2C(C=C(OC21)C(=O)[O-])=O)OCC(COC2=C(C(=C(C=C2)C(C)=O)O)CC=C)O (8-allyl-7-[3-(4-acetyl-2-allyl-3-hydroxyphenoxy)-2-hydroxypropoxy]-4-oxo-4H-1-benzopyran-2-carboxylic acid sodium salt). Reaction SMILES: [CH2:1]([C:4]1[C:13]2[O:12][C:11]([C:14]([OH:16])=[O:15])=[CH:10][C:9](=[O:17])[C:8]=2[CH:7]=[CH:6][C:5]=1[O:18][CH2:19][CH:20]([OH:36])[CH2:21][O:22][C:23]1[CH:28]=[CH:27][C:26]([C:29](=[O:31])[CH3:30])=[C:25]([OH:32])[C:24]=1[CH2:33][CH:34]=[CH2:35])[CH:2]=[CH2:3].C(=O)(O)[O-].[Na+:41]>O>[Na+:41].[CH2:1]([C:4]1[C:13]2[O:12][C:11]([C:14]([O-:16])=[O:15])=[CH:10][C:9](=[O:17])[C:8]=2[CH:7]=[CH:6][C:5]=1[O:18][CH2:19][CH:20]([OH:36])[CH2:21][O:22][C:23]1[CH:28]=[CH:27][C:26]([C:29](=[O:31])[CH3:30])=[C:25]([OH:32])[C:24]=1[CH2:33][CH:34]=[CH2:35])[CH:2]=[CH2:3] |f:1.2,4.5|. Procedure details: A solution of 3.5 parts of 8-allyl-7-[3-(4-acetyl-2-allyl-3-hydroxyphenoxy)-2-hydroxypropoxy]-4-oxo-4H-1-benzopyran-2-carboxylic acid and 0.584 parts of sodium bicarbonate in 500 parts of water was freeze dried to yield 3.5 parts of 8-allyl-7-[3-(4-acetyl-2-allyl-3-hydroxyphenoxy)-2-hydroxypropoxy]-4-oxo-4H-1-benzopyran-2-carboxylic acid sodium salt as a white solid, melting point 249°-251° C. Reactants: ClC1=NC(=NC(=N1)NCCCCC1CC(N(C(C1)(C)C)OC)(C)C)NCCCCCCNC1=NC(=NC(=N1)Cl)NCCCCC1CC(N(C(C1)(C)C)OC)(C)C (N,N'-bis{2-chloro-4-[N-(1-methoxy-2,2,6,6-tetramethylpiperidin-4-yl)butylamino]-1,3,5-triazin-6-yl}-1,6-hexanediamine), C(O)CN (ethanolamine). The product is OCCNC1=NC(=NC(=N1)NCCCCC1CC(N(C(C1)(C)C)OC)(C)C)NCCCCCCNC1=NC(=NC(=N1)NCCO)NCCCCC1CC(N(C(C1)(C)C)OC)(C)C (N,N'-Bis{2-[(2-hydroxyethyl)amino]-4-[N-(1-methoxy-2,2,6,6-tetramethylpiperidin-4-yl)butylamino]-1,3,5-triazin-6-yl}-1,6-hexanediamine). Reaction SMILES: Cl[C:2]1[N:7]=[C:6]([NH:8][CH2:9][CH2:10][CH2:11][CH2:12][CH:13]2[CH2:18][C:17]([CH3:20])([CH3:19])[N:16]([O:21][CH3:22])[C:15]([CH3:24])([CH3:23])[CH2:14]2)[N:5]=[C:4]([NH:25][CH2:26][CH2:27][CH2:28][CH2:29][CH2:30][CH2:31][NH:32][C:33]2[N:38]=[C:37](Cl)[N:36]=[C:35]([NH:40][CH2:41][CH2:42][CH2:43][CH2:44][CH:45]3[CH2:50][C:49]([CH3:52])([CH3:51])[N:48]([O:53][CH3:54])[C:47]([CH3:56])([CH3:55])[CH2:46]3)[N:34]=2)[N:3]=1.[CH2:57]([CH2:59][NH2:60])[OH:58]>>[OH:58][CH2:57][CH2:59][NH:60][C:2]1[N:7]=[C:6]([NH:8][CH2:9][CH2:10][CH2:11][CH2:12][CH:13]2[CH2:18][C:17]([CH3:20])([CH3:19])[N:16]([O:21][CH3:22])[C:15]([CH3:24])([CH3:23])[CH2:14]2)[N:5]=[C:4]([NH:25][CH2:26][CH2:27][CH2:28][CH2:29][CH2:30][CH2:31][NH:32][C:33]2[N:38]=[C:37]([NH:60][CH2:59][CH2:57][OH:58])[N:36]=[C:35]([NH:40][CH2:41][CH2:42][CH2:43][CH2:44][CH:45]3[CH2:50][C:49]([CH3:52])([CH3:51])[N:48]([O:53][CH3:54])[C:47]([CH3:56])([CH3:55])[CH2:46]3)[N:34]=2)[N:3]=1. Procedure: The title compound is prepared from the reaction of N,N'-bis{2-chloro-4-[N-(1-methoxy-2,2,6,6-tetramethylpiperidin-4-yl)butylamino]-1,3,5-triazin-6-yl}-1,6-hexanediamine and ethanolamine. Reactants: CC1=NNC2=C1C(=NC=1N2N=CC1C=1C=NC(=CC1)C1=CC=CC=C1)C1CCNCC1 (3-methyl-6-(6-phenylpyridin-3-yl)-4-(piperidin-4-yl)-1H-dipyrazolo[1,5-a:4′,3′-e]pyrimidine), C([C@H](O)C)(=O)O (D-(−)-lactic acid), C=1C=CC2=C(C1)N=NN2O (HOBt), CCN(C(C)C)C(C)C (DIEA). Solvent: CN(C)C=O (DMF), C(CCl)Cl (EDC). Conditions: time 2 hour. The product is O[C@@H](C(=O)N1CCC(CC1)C1=NC=2N(C3=C1C(=NN3)C)N=CC2C=2C=NC(=CC2)C2=CC=CC=C2)C ((R)-2-hydroxy-1-(4-(3-methyl-6-(6-phenylpyridin-3-yl)-1H-dipyrazolo[1,5-a:4′,3′-e]pyrimidin-4-yl)piperidin-1-yl)propan-1-one). As a reaction SMILES: [CH3:1][C:2]1[C:6]2[C:7]([CH:26]3[CH2:31][CH2:30][NH:29][CH2:28][CH2:27]3)=[N:8][C:9]3[N:10]([N:11]=[CH:12][C:13]=3[C:14]3[CH:15]=[N:16][C:17]([C:20]4[CH:25]=[CH:24][CH:23]=[CH:22][CH:21]=4)=[CH:18][CH:19]=3)[C:5]=2[NH:4][N:3]=1.[C:32](O)(=[O:36])[C@@H:33]([CH3:35])[OH:34].C1C=CC2N(O)N=NC=2C=1.CCN(C(C)C)C(C)C>CN(C=O)C.C(Cl)CCl>[OH:34][C@H:33]([CH3:35])[C:32]([N:29]1[CH2:30][CH2:31][CH:26]([C:7]2[C:6]3[C:2]([CH3:1])=[N:3][NH:4][C:5]=3[N:10]3[N:11]=[CH:12][C:13]([C:14]4[CH:15]=[N:16][C:17]([C:20]5[CH:25]=[CH:24][CH:23]=[CH:22][CH:21]=5)=[CH:18][CH:19]=4)=[C:9]3[N:8]=2)[CH2:27][CH2:28]1)=[O:36]. Procedure: A mixture of 3-methyl-6-(6-phenylpyridin-3-yl)-4-(piperidin-4-yl)-1H-dipyrazolo[1,5-a:4′,3′-e]pyrimidine (Int-9l, 42 mg, (\10 mmoL), D-(−)-lactic acid (9.3 mg, 0.10 mmoL), EDC (39.4 mg, 0.20 mmoL), HOBt (13.9 mg, 0.10 mmoL) and DIEA (89 μL, 0.51 mmoL) in DMF (4 mL) was stirred at room temperature for 2 hr. Purification with prep-LC provided (R)-2-hydroxy-1-(4-(3-methyl-6-(6-phenylpyridin-3-yl)-1H-dipyrazolo[1,5-a:4′,3′-e]pyrimidin-4-yl)piperidin-1-yl)propan-1-one (30): LCMS tR=3.07 min (10 min r...